This data is from the Open Reaction Database (ORD), a public repository of structured organic reaction records. The task is: describe an organic reaction: reactants, conditions, products, and yield Reactants: CC(C)(C)OC(=O)C(C)(C)Sc1nc(CCN(c2ccc(-c3ccc(F)cc3)cc2)S(=O)(=O)c2ccccc2[N+](=O)[O-])cs1, O=C([O-])[O-], CN(C)C=O, [K+], [K+], O, Sc1ccccc1. Product: CC(C)(C)OC(=O)C(C)(C)Sc1nc(CCNc2ccc(-c3ccc(F)cc3)cc2)cs1. RXN SMILES: [C:1]([CH3:2])([CH3:3])([CH3:4])[O:5][C:6]([C:7]([CH3:8])([CH3:9])[S:10][c:11]1[s:12][cH:13][c:14]([CH2:16][CH2:17][N:18]([S:19]([c:20]2[cH:21][cH:22][cH:23][cH:24][c:25]2[N+:26]([O-:27])=[O:28])(=[O:29])=[O:30])[c:31]2[cH:32][cH:33][c:34](-[c:37]3[cH:38][cH:39][c:40]([F:43])[cH:41][cH:42]3)[cH:35][cH:36]2)[n:15]1)=[O:44].[C:52](=[O:53])([O-:54])[O-:55].[CH3:59][N:60]([CH3:61])[CH:62]=[O:63].[K+:56].[K+:57].[OH2:58].[SH:45][c:46]1[cH:47][cH:48][cH:49][cH:50][cH:51]1>>[C:1]([CH3:2])([CH3:3])([CH3:4])[O:5][C:6]([C:7]([CH3:8])([CH3:9])[S:10][c:11]1[s:12][cH:13][c:14]([CH2:16][CH2:17][NH:18][c:31]2[cH:32][cH:33][c:34](-[c:37]3[cH:38][cH:39][c:40]([F:43])[cH:41][cH:42]3)[cH:35][cH:36]2)[n:15]1)=[O:44]. Reactants: CCCCOc1ccc(C)cc1-c1ccc(CBr)cc1, O=C([O-])[O-], CCOC(=O)CC(c1ccc(O)cc1)c1ccc(F)cc1, Cl, [Cs+], [Cs+], CN(C)C=O, O. Product: CCCCOc1ccc(C)cc1-c1ccc(COc2ccc(C(CC(=O)OCC)c3ccc(F)cc3)cc2)cc1. As a reaction SMILES: [Br:22][CH2:23][c:24]1[cH:25][cH:26][c:27](-[c:30]2[c:31]([O:37][CH2:38][CH2:39][CH2:40][CH3:41])[cH:32][cH:33][c:34]([CH3:36])[cH:35]2)[cH:28][cH:29]1.[C:42](=[O:43])([O-:44])[O-:45].[CH2:1]([CH3:2])[O:3][C:4]([CH2:5][CH:6]([c:7]1[cH:8][cH:9][c:10]([OH:13])[cH:11][cH:12]1)[c:14]1[cH:15][cH:16][c:17]([F:20])[cH:18][cH:19]1)=[O:21].[ClH:48].[Cs+:46].[Cs+:47].[O:49]=[CH:50][N:51]([CH3:52])[CH3:53].[OH2:54]>>[CH2:1]([CH3:2])[O:3][C:4]([CH2:5][CH:6]([c:7]1[cH:8][cH:9][c:10]([O:13][CH2:23][c:24]2[cH:25][cH:26][c:27](-[c:30]3[c:31]([O:37][CH2:38][CH2:39][CH2:40][CH3:41])[cH:32][cH:33][c:34]([CH3:36])[cH:35]3)[cH:28][cH:29]2)[cH:11][cH:12]1)[c:14]1[cH:15][cH:16][c:17]([F:20])[cH:18][cH:19]1)=[O:21]. Starting materials: CC(C=CC(=O)OC)(C)C1=CC=CC=C1 (methyl 4-methyl-4-phenyl-2-pentenoate), [Mg] (magnesium), Cl (hydrochloric acid). Run in CO (methanol). Run at time 2 hour. Yields the product CC(CCC(=O)OC)(C)C1=CC=CC=C1 (methyl 4-methyl-4-phenylpentanoate). Isolated yield 99.0%. RXN SMILES: [CH3:1][C:2]([C:10]1[CH:15]=[CH:14][CH:13]=[CH:12][CH:11]=1)([CH3:9])[CH:3]=[CH:4][C:5]([O:7][CH3:8])=[O:6].[Mg].Cl>CO>[CH3:9][C:2]([C:10]1[CH:15]=[CH:14][CH:13]=[CH:12][CH:11]=1)([CH3:1])[CH2:3][CH2:4][C:5]([O:7][CH3:8])=[O:6]. Procedure details: To a solution of methyl 4-methyl-4-phenyl-2-pentenoate (0.3 g) in absolute methanol (10 ml) was added metallic magnesium ribbons (0.36 g) and the mixture was stirred at room temperature for 2 hours. To the reaction mixture was added 10% hydrochloric acid and then the mixture was extracted with ethyl acetate. The extract was washed with a saturated aqueous solution of sodium chloride, dried over anhydrous magnesium sulfate and concentrated under reduced pressure to yield 0.30 g of methyl 4-methyl... The reactants are [Al+3], COC(=O)c1cc2ccc(Cl)c(C3OCCO3)c2s1, [H-], [H-], [H-], [H-], [Li+]. The product is OCc1cc2ccc(Cl)c(C3OCCO3)c2s1. Reaction SMILES: [Al+3:2].[Cl:7][c:8]1[cH:9][cH:10][c:11]2[c:12]([s:13][c:14]([C:16](=[O:17])[O:18][CH3:19])[cH:15]2)[c:20]1[CH:21]1[O:22][CH2:23][CH2:24][O:25]1.[H-:1].[H-:4].[H-:5].[H-:6].[Li+:3]>>[Cl:7][c:8]1[cH:9][cH:10][c:11]2[c:12]([s:13][c:14]([CH2:16][OH:17])[cH:15]2)[c:20]1[CH:21]1[O:22][CH2:23][CH2:24][O:25]1. Starting materials: 1-Methylmagnesium bromide, II (iodine), C(C)(C)(C)OC(=O)N1C(C=2N(CC1)C(=NC2I)CC)CCC2=CC=C(C=C2)Br (8-[2-(4-bromo-phenyl)-ethyl]-3-ethyl-1-iodo-5,6-dihydro-8H-imidazo[1,5-a]pyrazine-7-carboxylic acid tert-butyl ester). The solvent is C1CCOC1 (THF), C1CCOC1 (THF). Product: C(C)(C)(C)OC(=O)N1C(C=2N(CC1)C(=NC2)CC)CCC2=CC=C(C=C2)Br (8-[2-(4-bromo-phenyl)-ethyl]-3-ethyl-5,6-dihydro-8H-imidazo[1,5-a]pyrazine-7-carboxylic acid tert-butyl ester). As a reaction SMILES: [C:1]([O:5][C:6]([N:8]1[CH2:13][CH2:12][N:11]2[C:14]([CH2:18][CH3:19])=[N:15][C:16](I)=[C:10]2[CH:9]1[CH2:20][CH2:21][C:22]1[CH:27]=[CH:26][C:25]([Br:28])=[CH:24][CH:23]=1)=[O:7])([CH3:4])([CH3:3])[CH3:2].II>C1COCC1>[C:1]([O:5][C:6]([N:8]1[CH2:13][CH2:12][N:11]2[C:14]([CH2:18][CH3:19])=[N:15][CH:16]=[C:10]2[CH:9]1[CH2:20][CH2:21][C:22]1[CH:23]=[CH:24][C:25]([Br:28])=[CH:26][CH:27]=1)=[O:7])([CH3:2])([CH3:3])[CH3:4]. Reported procedure: A cooled (−30° C.) solution of 8-[2-(4-bromo-phenyl)-ethyl]-3-ethyl-1-iodo-5,6-dihydro-8H-imidazo[1,5-a]pyrazine-7-carboxylic acid tert-butyl ester (2.200 g; 3.927 mmol) in anhydrous THF (90 ml) was treated dropwise with a solution of 1-Methylmagnesium bromide in THF (10.25 ml; 10.25 mmol; 2.6 eq.) until complete removal of the iodine substituent. The mixture was then quenched with water (5 ml), diluted with ether (100 ml), and was allowed to warm-up to rt. This solution was washed with brine (2... Starting materials: CC(=O)OC(C)=O, O=S(=O)(c1nc(C(F)(F)F)n[nH]1)C(F)(F)F, [Mg+2], C[N+](=O)[O-], O=S(=O)([O-])[O-], [Sc], COc1ccccc1. The product is COc1ccc(C(C)=O)cc1. Reaction SMILES: [CH3:25][C:26](=[O:27])[O:28][C:29](=[O:30])[CH3:31].[F:1][C:2]([F:3])([F:4])[c:5]1[n:6][c:7]([S:8]([C:9]([F:10])([F:11])[F:12])(=[O:13])=[O:14])[nH:15][n:16]1.[Mg+2:32].[N+:38]([CH3:39])([O-:40])=[O:41].[O-:33][S:34](=[O:35])(=[O:36])[O-:37].[Sc:42].[c:17]1([O:23][CH3:24])[cH:18][cH:19][cH:20][cH:21][cH:22]1>>[c:17]1([O:23][CH3:24])[cH:18][cH:19][c:20]([C:26]([CH3:25])=[O:27])[cH:21][cH:22]1. Reactants: NC1=C(NC=2SC(=CC2C#N)C)C=CC=C1 (2-(2-Aminoanilino)-5-methylthiophene-3-carbonitrile), CN1CCNCC1 (N-methyl-piperazine), ClCCl (dichloromethane), O (water). The solvent is Cl.CN1CCNCC1 (N-methyl-piperazine hydrochloride). Reaction conditions: temperature 120 celsius. Product: CC1=CC2=C(S1)NC=3C=CC=CC3N=C2N4CCN(CC4)C (Olanzapine). Reaction SMILES: [NH2:1][C:2]1[CH:16]=[CH:15][CH:14]=[CH:13][C:3]=1[NH:4][C:5]1[S:6][C:7]([CH3:12])=[CH:8][C:9]=1[C:10]#[N:11].ClCCl.O.[CH3:21][N:22]1[CH2:27][CH2:26]N[CH2:24][CH2:23]1>Cl.CN1CCNCC1>[CH3:12][C:7]1[S:6][C:5]2[NH:4][C:3]3[CH:13]=[CH:14][CH:15]=[CH:16][C:2]=3[N:1]=[C:10]([N:11]3[CH2:26][CH2:27][N:22]([CH3:21])[CH2:23][CH2:24]3)[C:9]=2[CH:8]=1 |f:4.5|. Procedure details: 2-(2-Aminoanilino)-5-methylthiophene-3-carbonitrile (10.0 g) is taken in N-methyl-piperazine (60 ml) and N-methyl-piperazine hydrochloride (24 gm). The solution is heated at 120° C. until completion of reaction. The reaction mass is cooled and dichloromethane (100 ml) and water is added. The mixture is cooled up to room temperature and dichloromethane layer is separated. 50 ml dichloromethane is evaporated and cyclohexane is added in clear solution. On Cooling the solution, solid is separated ou... Starting materials: a-diazo-b-ketophosphonates, CC(C(C(=[N+]=[N-])P([O-])([O-])=O)=O)C (dimethyl-1-diazo-2-oxopropylphosphonate), C(=O)CCC=1OC2=C(C1)C=C(C=C2)C(=O)OC (Methyl 2-(2-formylethyl)benzofuran-5-carboxylate), C(=O)([O-])[O-].[K+].[K+] (K2CO3), a-diazophoshonoacetates. Solvent: CO (methanol), CO (methanol). Product: C(CC#C)C=1OC2=C(C1)C=C(C=C2)C(=O)OC (Methyl 2-(but-3-ynyl)benzofuran-5-carboxylate). Isolated yield 91.7%. As a reaction SMILES: [CH3:1]C(C)C(=O)C(P(=O)([O-])[O-])=[N+]=[N-].[CH:13]([CH2:15][CH2:16][C:17]1[O:18][C:19]2[CH:25]=[CH:24][C:23]([C:26]([O:28][CH3:29])=[O:27])=[CH:22][C:20]=2[CH:21]=1)=O.C([O-])([O-])=O.[K+].[K+]>CO>[CH2:16]([C:17]1[O:18][C:19]2[CH:25]=[CH:24][C:23]([C:26]([O:28][CH3:29])=[O:27])=[CH:22][C:20]=2[CH:21]=1)[CH2:15][C:13]#[CH:1] |f:2.3.4|. Procedure: See Callant, P. D. H. L.; Vandewalle, M. An efficient preparation and the intramoleucalur cyclopropanation of a-diazo-b-ketophosphonates and a-diazophoshonoacetates. Snyth. Commun. 1984, 14, 155-161. A solution of dimethyl-1-diazo-2-oxopropylphosphonate (8.9 g, 46.4 mmol) in dry methanol (50 mL) was added to a stirring mixture of 97 (8.5 g, 36.6 mmol) and K2CO3 (10.2 g, 74 mmol) in 500 mL of dry methanol. The mixture was stirred at room temperature until complete conversion was attained accordin... Starting materials: COc1ccc(Br)cc1O[Si](C)(C)C(C)(C)C, [Li]CCCC, COc1cc(C=O)cc(OC)c1, COc1cc(OC)cc(C(O)c2ccc3c(c2)OCCO3)c1. The product is COc1cc(OC)cc(C(O)c2ccc(OC)c(O[Si](C)(C)C(C)(C)C)c2)c1. Reaction SMILES: [Br:1][c:2]1[cH:3][cH:4][c:5]([O:16][CH3:17])[c:6]([O:7][Si:8]([CH3:9])([CH3:10])[C:11]([CH3:12])([CH3:13])[CH3:14])[cH:15]1.[CH2:18]([Li:19])[CH2:20][CH2:21][CH3:22].[CH3:23][O:24][c:25]1[cH:26][c:27]([CH:28]=[O:29])[cH:30][c:31]([O:33][CH3:34])[cH:32]1.[O:35]1[c:36]2[cH:37][cH:38][c:39]([CH:40]([c:41]3[cH:42][c:43]([O:44][CH3:45])[cH:46][c:47]([O:48][CH3:49])[cH:50]3)[OH:51])[cH:52][c:53]2[O:54][CH2:55][CH2:56]1>>[c:2]1([CH:28]([c:27]2[cH:26][c:25]([O:24][CH3:23])[cH:32][c:31]([O:33][CH3:34])[cH:30]2)[OH:29])[cH:3][cH:4][c:5]([O:16][CH3:17])[c:6]([O:7][Si:8]([CH3:9])([CH3:10])[C:11]([CH3:12])([CH3:13])[CH3:14])[cH:15]1. Reactants: ClC1C=C(C(CC1)C(=O)OCC)C1=CC=CC=C1 (ethyl 4-chloro-2-phenylcyclohex-2-enecarboxylate), C(C)(C)(C)O[K] (tert-BuOK), Cl (HCl), O (water). Solvent: C(C)(C)(C)O (tert-BuOH). Conditions: time 1 hour. Yields the product C1(=CC=CC=C1)C1=C(CCC=C1)C(=O)OCC (ethyl 2-phenylcyclohexa-1,3-dienecarboxylate). Yield: 75.3%. As a reaction SMILES: Cl[CH:2]1[CH2:7][CH2:6][CH:5]([C:8]([O:10][CH2:11][CH3:12])=[O:9])[C:4]([C:13]2[CH:18]=[CH:17][CH:16]=[CH:15][CH:14]=2)=[CH:3]1.C(O[K])(C)(C)C.O.Cl>C(O)(C)(C)C>[C:13]1([C:4]2[CH:3]=[CH:2][CH2:7][CH2:6][C:5]=2[C:8]([O:10][CH2:11][CH3:12])=[O:9])[CH:18]=[CH:17][CH:16]=[CH:15][CH:14]=1. Procedure: To a stirred solution of ethyl 4-chloro-2-phenylcyclohex-2-enecarboxylate (110 mg, 0.407 mmol) in tert-BuOH(2 ml), tert-BuOK(93 mg, 0.832 mmol) was added by portion on a water bath. After stirring for 1 hr. at room temperature, water was added to the reaction mixture, and it was acidified with dil. HCl aq. and extracted with AcOEt. The organic layer was washed with brine and dried over MgSO4. After removal of the solvent, the residue was purified by column chromatography on silica gel with n-hex...